From a dataset of the Open Reaction Database (ORD), a public repository of structured organic reaction records. describe an organic reaction: reactants, conditions, products, and yield As a reaction SMILES: [CH2:1]([C:2]#[CH:3])[NH2:4].[CH3:14][c:15]1[cH:16][cH:17][cH:18][cH:19][cH:20]1.[O:5]=[C:6]=[N:7][c:8]1[cH:9][cH:10][cH:11][cH:12][cH:13]1>>[CH2:1]([C:2]#[CH:3])[NH:4][C:6](=[O:5])[NH:7][c:8]1[cH:9][cH:10][cH:11][cH:12][cH:13]1. The reactants are C#CCN, Cc1ccccc1, O=C=Nc1ccccc1. Product: C#CCNC(=O)Nc1ccccc1. Reactants: C(C1=CC=CC=C1)C1CCN(CC1)CCOC1=CC(=C(C=C1)OCC1=CC=CC=C1)[N+](=O)[O-] (4-benzyl-1-(2-(4-benzyloxy-3-nitrophenoxy)ethyl)piperidine). Run in CO (MeOH). Yields the product NC=1C=C(OCCN2CCC(CC2)CC2=CC=CC=C2)C=CC1O (1-(2-(3-amino-4-hydroxyphenoxy)ethyl)-4-benzylpiperidine). Yield: 98.8%. RXN SMILES: [CH2:1]([CH:8]1[CH2:13][CH2:12][N:11]([CH2:14][CH2:15][O:16][C:17]2[CH:22]=[CH:21][C:20]([O:23]CC3C=CC=CC=3)=[C:19]([N+:31]([O-])=O)[CH:18]=2)[CH2:10][CH2:9]1)[C:2]1[CH:7]=[CH:6][CH:5]=[CH:4][CH:3]=1>CO>[NH2:31][C:19]1[CH:18]=[C:17]([CH:22]=[CH:21][C:20]=1[OH:23])[O:16][CH2:15][CH2:14][N:11]1[CH2:10][CH2:9][CH:8]([CH2:1][C:2]2[CH:3]=[CH:4][CH:5]=[CH:6][CH:7]=2)[CH2:13][CH2:12]1. Reported procedure: A mixture of 4-benzyl-1-(2-(4-benzyloxy-3-nitrophenoxy)ethyl)piperidine (1.40 g, 3.1 mmol) and 10% pd/C (about 500 mg) in MeOH (30 mL) was hydrogenated to give 1.0 g (98%) of 1-(2-(3-amino-4-hydroxyphenoxy)ethyl)-4-benzylpiperidine as a viscous oil. 1H NMR (CDCl3): 1.40-1.68 (m, 5H), 2.06-2.13 (m, 2H), 2.530 (t, 2H, J=5.5), 6.000 (d, 2H, J=8), 6.242 (bs, 1H), 6.534 (d, 1H, J=8), 7.12-7.19 (m, 5H).